Dataset: the Open Reaction Database (ORD), a public repository of structured organic reaction records. Task: describe an organic reaction: reactants, conditions, products, and yield Reactants: ClC1=C(C(=O)OC(C)(C)C)C=CC=N1 (t-Butyl 2-chloronicotinate), CN.CO (methylamine methanol). Conditions: time 30 hour. Yields the product CNC1=C(C(=O)OC(C)(C)C)C=CC=N1 (t-butyl 2-(N-methylamino)nicotinate). The yield is 92.0%. As a reaction SMILES: Cl[C:2]1[N:14]=[CH:13][CH:12]=[CH:11][C:3]=1[C:4]([O:6][C:7]([CH3:10])([CH3:9])[CH3:8])=[O:5].[CH3:15][NH2:16].CO>>[CH3:15][NH:16][C:2]1[N:14]=[CH:13][CH:12]=[CH:11][C:3]=1[C:4]([O:6][C:7]([CH3:10])([CH3:9])[CH3:8])=[O:5] |f:1.2|. Reported procedure: t-Butyl 2-chloronicotinate (k) (50.0 g, 0.234 mol) was dissolved in a 40% methylamine-methanol solution (300 mL) and the mixture was stirred at room temperature for 30 h. The mixture was evaporated under reduced pressure and the resulting residue was dissolved in EtOAc (750 mL). The EtOAc solution was washed with water, dried over MgSO4 and evaporated under reduced pressure. The obtaining oily crude product was purified by a short silica gel column chromatography (ca. 300 g of silica gel, eluent... Starting materials: CC(SC(CO)CO)C(O)(Cn1cncn1)c1ccc(F)cc1F, O=CC=Cc1ccc(C(F)(F)F)cc1. The product is CC(SC1COC(C=Cc2ccc(C(F)(F)F)cc2)OC1)C(O)(Cn1cncn1)c1ccc(F)cc1F. Reaction SMILES: [F:1][c:2]1[c:3]([C:9]([CH2:10][n:11]2[n:12][cH:13][n:14][cH:15]2)([CH:16]([CH3:17])[S:18][CH:19]([CH2:20][OH:21])[CH2:22][OH:23])[OH:24])[cH:4][cH:5][c:6]([F:8])[cH:7]1.[F:25][C:26]([c:27]1[cH:28][cH:29][c:30]([CH:31]=[CH:32][CH:33]=[O:34])[cH:35][cH:36]1)([F:37])[F:38]>>[F:1][c:2]1[c:3]([C:9]([CH2:10][n:11]2[n:12][cH:13][n:14][cH:15]2)([CH:16]([CH3:17])[S:18][CH:19]2[CH2:20][O:21][CH:33]([CH:32]=[CH:31][c:30]3[cH:29][cH:28][c:27]([C:26]([F:25])([F:37])[F:38])[cH:36][cH:35]3)[O:23][CH2:22]2)[OH:24])[cH:4][cH:5][c:6]([F:8])[cH:7]1.